Dataset: the Open Reaction Database (ORD), a public repository of structured organic reaction records. Task: describe an organic reaction: reactants, conditions, products, and yield Starting materials: C(C)(C)(C)OC(=O)N1[C@@H](C[C@H](C1)O[Si](C)(C)C(C)(C)C)C(CCO[Si](C)(C)C(C)(C)C)=O ((2S,4R)-N-tert-Butoxycarbonyl-4-tert-butyldimethylsiloxy-2-(3-tert-butyldimethylsiloxy-1-oxopropyl)pyrrolidine), Cl (hydrogen chloride), CO (methanol). Conditions: time 24 hour. The product is Cl.O[C@@H]1C[C@H](NC1)C(CCO)=O ((2S,4R)-4-Hydroxy-2-(3-hydroxy-1-oxopropyl)pyrrolidine Monohydrochloride). Reaction SMILES: C(OC([N:8]1[CH2:12][C@H:11]([O:13][Si](C(C)(C)C)(C)C)[CH2:10][C@H:9]1[C:21](=[O:32])[CH2:22][CH2:23][O:24][Si](C(C)(C)C)(C)C)=O)(C)(C)C.CO.[ClH:35]>>[ClH:35].[OH:13][C@H:11]1[CH2:12][NH:8][C@H:9]([C:21](=[O:32])[CH2:22][CH2:23][OH:24])[CH2:10]1 |f:3.4|. Procedure: (2S,4R)-N-tert-Butoxycarbonyl-4-tert-butyldimethylsiloxy-2-(3-tert-butyldimethylsiloxy-1-oxopropyl)pyrrolidine (4.87 g, 10.0 mmol) was dissolved in a 3.3N hydrogen chloride--methanol solution (16.5 ml). The solution was stirred at room temperature for 24 h, and then concentrated in vacuo to obtain the title compound (2.29 g). The reactants are CCCCO, Clc1nc(Cl)c2[nH]cnc2n1, Nc1cccc(O)c1. Yields the product Oc1cccc(Nc2nc(Cl)nc3nc[nH]c23)c1. As a reaction SMILES: [CH2:20]([OH:21])[CH2:22][CH2:23][CH3:24].[Cl:1][c:2]1[n:3][c:4]([Cl:11])[c:5]2[nH:6][cH:7][n:8][c:9]2[n:10]1.[NH2:12][c:13]1[cH:14][cH:15][cH:16][c:17]([OH:18])[cH:19]1>>[Cl:1][c:2]1[n:3][c:4]([NH:12][c:13]2[cH:14][cH:15][cH:16][c:17]([OH:18])[cH:19]2)[c:5]2[nH:6][cH:7][n:8][c:9]2[n:10]1. Reaction SMILES: [F:17][c:18]1[c:19]([C:20](=[O:21])[Cl:22])[cH:23][c:24]([F:29])[c:25]([F:28])[c:26]1[F:27].[NH2:1][c:2]1[cH:3][c:4]([C:5](=[O:6])[CH:7]2[CH2:8][CH2:9][N:10]([CH3:13])[CH2:11][CH2:12]2)[cH:14][cH:15][cH:16]1.[O:30]1[CH2:31][CH2:32][CH2:33][CH2:34]1>>[NH:1]([c:2]1[cH:3][c:4]([C:5](=[O:6])[CH:7]2[CH2:8][CH2:9][N:10]([CH3:13])[CH2:11][CH2:12]2)[cH:14][cH:15][cH:16]1)[C:20]([c:19]1[c:18]([F:17])[c:26]([F:27])[c:25]([F:28])[c:24]([F:29])[cH:23]1)=[O:21]. The reactants are O=C(Cl)c1cc(F)c(F)c(F)c1F, CN1CCC(C(=O)c2cccc(N)c2)CC1, C1CCOC1. Yields the product CN1CCC(C(=O)c2cccc(NC(=O)c3cc(F)c(F)c(F)c3F)c2)CC1. Reactants: O=C(CC(=O)OC)C1=CC=C(C=C1)OC (methyl 3-oxo-3-(p-methoxyphenyl)propionate), ( 1 ), S(=O)(=O)(Cl)Cl (sulfuryl chloride). Run in ClC(Cl)(Cl)Cl (tetrachloromethane). Conditions: time 1 hour. Product: ClC(C(=O)OC)C(C1=CC=C(C=C1)OC)=O (methyl 2-chloro-3-oxo-3-(p-methoxyphenyl)propionate). Isolated yield 91.7%. As a reaction SMILES: [O:1]=[C:2]([C:8]1[CH:13]=[CH:12][C:11]([O:14][CH3:15])=[CH:10][CH:9]=1)[CH2:3][C:4]([O:6][CH3:7])=[O:5].S(Cl)([Cl:19])(=O)=O>ClC(Cl)(Cl)Cl>[Cl:19][CH:3]([C:2](=[O:1])[C:8]1[CH:9]=[CH:10][C:11]([O:14][CH3:15])=[CH:12][CH:13]=1)[C:4]([O:6][CH3:7])=[O:5]. Procedure: 131 g of the methyl 3-oxo-3-(p-methoxyphenyl)propionate obtained in the above (1) was dissolved in 1.3 l of tetrachloromethane, and to the solution was added dropwise 85 g of sulfuryl chloride at 45° to 50° C. over 1 hour. After the dropwise addition, the mixture was stirred at the same temperature for 1 hour, cooled, washed with water and dried. Subsequently, the oily product of the residue obtained by evaporation of the solvent was distilled under reduced pressure to obtain 140 g of methyl 2-c... Reactants: C(C)(C)(C)C=1C=C(CBr)C=CC1F (3-tert-butyl-4-fluorobenzyl bromide), [I-].[Na+] (sodium iodide), O (water). The solvent is CC(=O)C (acetone). Run at time 8 hour. Yields the product C(C)(C)(C)C=1C=C(CI)C=CC1F (3-tert-Butyl-4-fluorobenzyl Iodide). Isolated yield 66.4%. RXN SMILES: [C:1]([C:5]1[CH:6]=[C:7]([CH:10]=[CH:11][C:12]=1[F:13])[CH2:8]Br)([CH3:4])([CH3:3])[CH3:2].[I-:14].[Na+].O>CC(C)=O>[C:1]([C:5]1[CH:6]=[C:7]([CH:10]=[CH:11][C:12]=1[F:13])[CH2:8][I:14])([CH3:4])([CH3:3])[CH3:2] |f:1.2|. Procedure: To a solution of 3-tert-butyl-4-fluorobenzyl bromide (1.49 g, 6.08 mmol) in acetone (50 ml), sodium iodide (9.1 g, 60.8 mmol) was added, followed by stirring at room temperature overnight. The reaction mixture was mixed with water and extracted with n-hexane. The organic layer was washed with an aqueous sodium thiosulfate solution and saturated brine, dried over sodium sulfate and evaporated under reduced pressure to remove the solvent. The thus obtained residue was subjected to silica gel colum...